Task: describe an organic reaction: reactants, conditions, products, and yield. Dataset: the Open Reaction Database (ORD), a public repository of structured organic reaction records Reactants: BrC1=CC=CC(=N1)CO ((6-Bromopyridin-2-yl)methanol), [NH4+].[Cl-] (NH4Cl), CN=C=O (Methyl isocyanate), [H-].[Na+] (sodium hydride). Reagents/catalysts: CN(C)C=1C=CN=CC1 (DMAP). The solvent is O (water), C1CCOC1 (THF). Reaction conditions: temperature 0 celsius, time 8 hour. Product: CNC(OCC1=NC(=CC=C1)Br)=O ((6-Bromopyridin-2-yl)methyl methylcarbamate). RXN SMILES: [Br:1][C:2]1[N:7]=[C:6]([CH2:8][OH:9])[CH:5]=[CH:4][CH:3]=1.[CH3:10][N:11]=[C:12]=[O:13].[H-].[Na+].[NH4+].[Cl-]>CN(C1C=CN=CC=1)C.C1COCC1.O>[CH3:10][NH:11][C:12](=[O:13])[O:9][CH2:8][C:6]1[CH:5]=[CH:4][CH:3]=[C:2]([Br:1])[N:7]=1 |f:2.3,4.5|. Procedure details: (6-Bromopyridin-2-yl)methanol (1.5 g, 7.98 mmol) and DMAP (0.097 g, 0.798 mmol) were taken up in THF (20 mL) and cooled to 0° C. Methyl isocyanate (0.501 g, 8.78 mmol) was added before warming to room temperature and stirring overnight. The reaction mixture was cooled to 0° C. and sodium hydride (0.319 g, 7.98 mmol) was added. After 30 minutes at 0° C., water was added followed by saturated NH4Cl and the products extracted into EtOAc (2×). The combined organic extracts were washed with brine, dr... The reactants are [Si](C)(C)(C(C)(C)C)O[C@@H]1CN(CCC1)C1=C(C=NC=C1)[N+](=O)[O-] ((S)-4-(3-(tert-butyl dimethylsilyloxy)piperidin-1-yl)-3-nitropyridine). The solvent is C(C)O (ethanol). Yields the product C(C)(C)(C)C1=NC=CC(=C1N)N1C[C@H](CCC1)O[Si](C)(C)C(C)(C)C (tert-butyl (S)-4-(3-(tert-butyldimethylsilyloxy)piperidin-1-yl)pyridin-3-amine). Yield: 67.0%. RXN SMILES: [Si:1]([O:8][C@H:9]1[CH2:14][CH2:13][CH2:12][N:11]([C:15]2[CH:20]=[CH:19][N:18]=[CH:17][C:16]=2[N+:21]([O-])=O)[CH2:10]1)([C:4]([CH3:7])([CH3:6])[CH3:5])([CH3:3])[CH3:2]>C(O)C>[C:4]([C:17]1[C:16]([NH2:21])=[C:15]([N:11]2[CH2:12][CH2:13][CH2:14][C@H:9]([O:8][Si:1]([C:4]([CH3:7])([CH3:6])[CH3:5])([CH3:3])[CH3:2])[CH2:10]2)[CH:20]=[CH:19][N:18]=1)([CH3:7])([CH3:6])[CH3:5]. Reported procedure: Following Method 2 of Example 49, (S)-4-(3-(tert-butyl dimethylsilyloxy)piperidin-1-yl)-3-nitropyridine in ethanol was reduced yielding tert-butyl (S)-4-(3-(tert-butyldimethylsilyloxy)piperidin-1-yl)pyridin-3-amine (67% yield 3 steps). LCMS (m/z): 308.2 (MH+); LC Rt=3.47 min. Reaction SMILES: [CH3:1][O:2][C:3]1[CH:4]=[C:5]2[C:10](=[CH:11][C:12]=1[O:13][CH3:14])[N:9]=[CH:8][N:7]=[C:6]2[O:15][C:16]1[CH:22]=[CH:21][C:19]([NH2:20])=[CH:18][CH:17]=1.C(O)C.[CH3:26][C:27]1[CH:28]=[C:29]([C:33]([N:35]=[C:36]=[S:37])=[O:34])[CH:30]=[CH:31][CH:32]=1>C1(C)C=CC=CC=1>[CH3:1][O:2][C:3]1[CH:4]=[C:5]2[C:10](=[CH:11][C:12]=1[O:13][CH3:14])[N:9]=[CH:8][N:7]=[C:6]2[O:15][C:16]1[CH:22]=[CH:21][C:19]([NH:20][C:36]([NH:35][C:33](=[O:34])[C:29]2[CH:30]=[CH:31][CH:32]=[C:27]([CH3:26])[CH:28]=2)=[S:37])=[CH:18][CH:17]=1. Run at time 2 hour. The reactants are C(C)O (ethanol), COC=1C=C2C(=NC=NC2=CC1OC)OC1=CC=C(N)C=C1 (4-[(6,7-Dimethoxy-4-quinazolinyl)oxy]aniline), CC=1C=C(C=CC1)C(=O)N=C=S (3-methyl-1-benzenecarbonyl isothiocyanate). The product is COC=1C=C2C(=NC=NC2=CC1OC)OC1=CC=C(C=C1)NC(=S)NC(C1=CC(=CC=C1)C)=O (N-{4-[(6,7-Dimethoxy-4-quinazolinyl)-oxy]phenyl}-N′-(3-methylbenzoyl)thiourea). Isolated yield 95.0%. Reported procedure: 4-[(6,7-Dimethoxy-4-quinazolinyl)oxy]aniline (50 mg) was dissolved in toluene (5 ml) and ethanol (1 ml) to prepare a solution. Commercially available 3-methyl-1-benzenecarbonyl isothiocyanate (50 μl) was then added to the solution, and the mixture was stirred at room temperature for 2 hr. The reaction solution was concentrated, and the residue was purified by chromatography on silica gel using chloroform/acetone for development to give the title compound (76 mg, yield 95%). The solvent is C1(=CC=CC=C1)C (toluene). The reactants are C1(CC1)COC1=C(C=CC(=N1)C(=O)O)C1=NNC=C1 (6-cyclopropylmethoxy-5-(1H-pyrazol-3-yl)-pyridine-2-carboxylic acid), COC(C(N)(C)C)=O (2-methyl-alanine methyl ester). The product is COC(C(C)(C)NC(=O)C1=NC(=C(C=C1)C1=NNC=C1)OCC1CC1)=O (2-{[6-Cyclopropylmethoxy-5-(1H-pyrazol-3-yl)-pyridine-2-carbonyl]-amino}-2-methyl-propionic acid methyl ester). As a reaction SMILES: [CH:1]1([CH2:4][O:5][C:6]2[N:11]=[C:10]([C:12]([OH:14])=O)[CH:9]=[CH:8][C:7]=2[C:15]2[CH:19]=[CH:18][NH:17][N:16]=2)[CH2:3][CH2:2]1.[CH3:20][O:21][C:22](=[O:27])[C:23]([CH3:26])([CH3:25])[NH2:24]>>[CH3:20][O:21][C:22](=[O:27])[C:23]([NH:24][C:12]([C:10]1[CH:9]=[CH:8][C:7]([C:15]2[CH:19]=[CH:18][NH:17][N:16]=2)=[C:6]([O:5][CH2:4][CH:1]2[CH2:2][CH2:3]2)[N:11]=1)=[O:14])([CH3:26])[CH3:25]. Procedure: The title compound was synthesized in analogy to Example 1, using 6-cyclopropylmethoxy-5-(1H-pyrazol-3-yl)-pyridine-2-carboxylic acid and 2-methyl-alanine methyl ester as starting materials, MS (LC/MS): 359.1 [M+H]+.